Dataset: the Open Reaction Database (ORD), a public repository of structured organic reaction records. Task: describe an organic reaction: reactants, conditions, products, and yield Run in C(C)(=O)O (acetic acid). Procedure: 11.2 g of acetic anhydride are added to a suspension of 32.4 g of 1,3-bis(pyridin-3-yl-methyleneamino)-4-hydroxy-4-methylimidazolidin-2-one in 75 ml of acetic acid. The reaction mixture is then heated to 50°. After 3 hours the reaction mixture is cooled to 20°, then poured onto 800 ml of ice-water and neutralised with 30% sodium hydroxide solution. The aqueous phase is then extracted three times with 200 ml of methylene chloride each time. The organic phase is dried with magnesium sulfate, filte... Product: N1=CC(=CC=C1)C=NN1C(N(C(=C1)C)N=CC=1C=NC=CC1)=O (1,3-Bis(pyridin-3-ylmethyleneamino)-4-methyl-1,3-dihydroimidazol-2-one). The reactants are C(C)(=O)OC(C)=O (acetic anhydride), N1=CC(=CC=C1)C=NN1C(N(C(C1)(C)O)N=CC=1C=NC=CC1)=O (1,3-bis(pyridin-3-yl-methyleneamino)-4-hydroxy-4-methylimidazolidin-2-one), ice water, [OH-].[Na+] (sodium hydroxide). Reaction SMILES: C(OC(=O)C)(=O)C.[N:8]1[CH:13]=[CH:12][CH:11]=[C:10]([CH:14]=[N:15][N:16]2[CH2:20][C:19](O)([CH3:21])[N:18]([N:23]=[CH:24][C:25]3[CH:26]=[N:27][CH:28]=[CH:29][CH:30]=3)[C:17]2=[O:31])[CH:9]=1.[OH-].[Na+]>C(O)(=O)C>[N:8]1[CH:13]=[CH:12][CH:11]=[C:10]([CH:14]=[N:15][N:16]2[CH:20]=[C:19]([CH3:21])[N:18]([N:23]=[CH:24][C:25]3[CH:26]=[N:27][CH:28]=[CH:29][CH:30]=3)[C:17]2=[O:31])[CH:9]=1 |f:2.3|.